This data is from the Open Reaction Database (ORD), a public repository of structured organic reaction records. The task is: describe an organic reaction: reactants, conditions, products, and yield Product: CCCn1c(=O)n(-c2ccc(O)cc2)c2ncccc21. Reactants: CCCn1c(=O)n(-c2ccc(OCc3ccccc3)cc2)c2ncccc21, CCO. As a reaction SMILES: [CH2:1]([c:2]1[cH:3][cH:4][cH:5][cH:6][cH:7]1)[O:8][c:9]1[cH:10][cH:11][c:12](-[n:15]2[c:16](=[O:27])[n:17]([CH2:24][CH2:25][CH3:26])[c:18]3[c:19]2[n:20][cH:21][cH:22][cH:23]3)[cH:13][cH:14]1.[CH3:28][CH2:29][OH:30]>>[OH:8][c:9]1[cH:10][cH:11][c:12](-[n:15]2[c:16](=[O:27])[n:17]([CH2:24][CH2:25][CH3:26])[c:18]3[c:19]2[n:20][cH:21][cH:22][cH:23]3)[cH:13][cH:14]1. Starting materials: COc1cc2c(cc1[N+](=O)[O-])N(C(=O)CCN(C)C)CC2, CO, Cl[Fe](Cl)Cl, NN, O. The product is COc1cc2c(cc1N)N(C(=O)CCN(C)C)CC2. As a reaction SMILES: [CH3:1][N:2]([CH2:3][CH2:4][C:5](=[O:6])[N:7]1[CH2:8][CH2:9][c:10]2[cH:11][c:12]([O:19][CH3:20])[c:13]([N+:16]([O-:17])=[O:18])[cH:14][c:15]21)[CH3:21].[CH3:25][OH:26].[Cl:27][Fe:28]([Cl:29])[Cl:30].[NH2:23][NH2:24].[OH2:22]>>[CH3:1][N:2]([CH2:3][CH2:4][C:5](=[O:6])[N:7]1[CH2:8][CH2:9][c:10]2[cH:11][c:12]([O:19][CH3:20])[c:13]([NH2:16])[cH:14][c:15]21)[CH3:21].